Dataset: the Open Reaction Database (ORD), a public repository of structured organic reaction records. Task: describe an organic reaction: reactants, conditions, products, and yield Starting materials: C(CC)[C@@H]1CC[C@H](CC1)C1=CCC(CC1)CCC (1-(trans-4-propylcyclohexyl)-4-propylcyclohexene), C(CC)C1CCC(CC1)=O (4-propylcyclohexanone), C(CC)C1CCC(CC1)[Mg]Br (4-propylcyclohexylmagnesium bromide). The solvent is C1CCCCC1 (cyclohexane). The product is C(CC)[C@@H]1CC[C@H](CC1)C1(CCC(CC1)CCC)O (1-(trans-4-propylcyclohexyl)-4-propylcyclohexanol). RXN SMILES: [CH2:1]([C@H:4]1[CH2:9][CH2:8][C@H:7]([C:10]2[CH2:15][CH2:14][CH:13]([CH2:16][CH2:17][CH3:18])[CH2:12][CH:11]=2)[CH2:6][CH2:5]1)[CH2:2][CH3:3].C(C1CCC(=[O:28])CC1)CC.C(C1CCC([Mg]Br)CC1)CC>C1CCCCC1>[CH2:16]([C@H:13]1[CH2:14][CH2:15][C@H:10]([C:7]2([OH:28])[CH2:6][CH2:5][CH:4]([CH2:1][CH2:2][CH3:3])[CH2:9][CH2:8]2)[CH2:11][CH2:12]1)[CH2:17][CH3:18]. Procedure details: A solution in 300 ml of cyclohexane of 24.8 g of 1-(trans-4-propylcyclohexyl)-4-propylcyclohexene [obtainable by reacting 4-propylcyclohexanone with 4-propylcyclohexylmagnesium bromide to give 1-(trans-4-propylcyclohexyl)-4-propylcyclohexanol and dehydrating the latter] is hydrogenated over 4 g of 10% PdC at 20° and 1 bar until absorption of H2 ceases. The mixture is filtered and worked up analogously to Example 3 via the thiourea adduct to give trans,trans-4,4'-dipropylbicyclohexyl, c.p. 41°. Reactants: COCCOc1cc2nc[nH]c(=O)c2cc1OCCOC, CN(C)C=O, O=C(Cl)C(=O)Cl, ClCCl, O. The product is COCCOc1cc2ncnc(Cl)c2cc1OCCOC. As a reaction SMILES: [CH3:1][O:2][CH2:3][CH2:4][O:5][c:6]1[cH:7][c:8]2[c:9](=[O:21])[nH:10][cH:11][n:12][c:13]2[cH:14][c:15]1[O:16][CH2:17][CH2:18][O:19][CH3:20].[CH:22]([N:23]([CH3:24])[CH3:25])=[O:26].[Cl:27][C:28]([C:29]([Cl:30])=[O:31])=[O:32].[Cl:34][CH2:35][Cl:36].[OH2:33]>>[CH3:1][O:2][CH2:3][CH2:4][O:5][c:6]1[cH:7][c:8]2[c:9]([Cl:27])[n:10][cH:11][n:12][c:13]2[cH:14][c:15]1[O:16][CH2:17][CH2:18][O:19][CH3:20]. Reactants: CS(=O)(=O)C1=NC=CC(=N1)C1=CN=C2N1C=CN=C2NCCN2CCOCC2 ([3-(2-methanesulfonyl-pyrimidin-4-yl)-imidazo[1,2-a]pyrazin-8-yl]-(2-morpholin-4-yl-ethyl)-amine), C(C1=CC=CC=C1)N (benzylamine). Reaction conditions: temperature 140 celsius, time 2 hour. Product: C(C1=CC=CC=C1)NC1=NC=CC(=N1)C1=CN=C2N1C=CN=C2NCCN2CCOCC2 ([3-(2-benzylamino-pyrimidin-4-yl)-imidazo[1,2-a]pyrazin-8-yl]-(2-morpholin-4-yl-ethyl)-amine). As a reaction SMILES: CS([C:5]1[N:10]=[C:9]([C:11]2[N:15]3[CH:16]=[CH:17][N:18]=[C:19]([NH:20][CH2:21][CH2:22][N:23]4[CH2:28][CH2:27][O:26][CH2:25][CH2:24]4)[C:14]3=[N:13][CH:12]=2)[CH:8]=[CH:7][N:6]=1)(=O)=O.[CH2:29]([NH2:36])[C:30]1[CH:35]=[CH:34][CH:33]=[CH:32][CH:31]=1>>[CH2:29]([NH:36][C:5]1[N:10]=[C:9]([C:11]2[N:15]3[CH:16]=[CH:17][N:18]=[C:19]([NH:20][CH2:21][CH2:22][N:23]4[CH2:28][CH2:27][O:26][CH2:25][CH2:24]4)[C:14]3=[N:13][CH:12]=2)[CH:8]=[CH:7][N:6]=1)[C:30]1[CH:35]=[CH:34][CH:33]=[CH:32][CH:31]=1. Procedure details: The mixture of [3-(2-methanesulfonyl-pyrimidin-4-yl)-imidazo[1,2-a]pyrazin-8-yl]-(2-morpholin-4-yl-ethyl)-amine (from Example 50 supra) (120 mg, 0.30 mmol) and benzylamine (128 mg, 1.19 mmol) was heated at 140° C. with stirring for 2 hours. The oil was purified by chromatography (silica gel, 10 g, 200-300 mesh, eluting with dichloromethane:methanol, 30:1 to 10:1) to afford the crude product (100 mg). The crude product was purified by prep-HPLC. Several drops of concentrated HCl were added to the... Yields the product FC1=CC(=C(C2=CC=CC=C12)O)C(=O)O (4-fluoro-1-hydroxynaphthalene-2-carboxylic acid). Run at temperature 80 celsius, time 8 hour. Reactants: FC1=CC(=C(C2=CC=CC=C12)OC)C(=O)O (4-fluoro-1-methoxynaphthalene-2-carboxylic acid), Br.CC(=O)O (HBr HOAc), ice water. Reported procedure: To 10.1 g 4-fluoro-1-methoxynaphthalene-2-carboxylic acid 55 ml HBr/HOAc were added and the mixture was stirred and heated. After 30 min at 60° C. another 7.5 ml of HBr/HOAc were added, and after an additional 30 min at 80° C. the mixture was cooled to ambient temperature and left standing overnight. The reaction was then poured into ice/water and the precipitated solid was filtered and washed with water, followed by 1% ether in heptane and then by heptane. The solid was dried in vacuo at 40° C.... As a reaction SMILES: [F:1][C:2]1[C:11]2[C:6](=[CH:7][CH:8]=[CH:9][CH:10]=2)[C:5]([O:12]C)=[C:4]([C:14]([OH:16])=[O:15])[CH:3]=1.Br.CC(O)=O>>[F:1][C:2]1[C:11]2[C:6](=[CH:7][CH:8]=[CH:9][CH:10]=2)[C:5]([OH:12])=[C:4]([C:14]([OH:16])=[O:15])[CH:3]=1 |f:1.2|. Yield: 81.4%. Reactants: p-benzenediazonium sulfonic acid, S(=O)(C1=CC=C(C=C1)N)(=O)[O-].[Na+] (sodium sulfanilate), N(=O)[O-].[Na+] (sodium nitrite), ice, Cl (HCl), NC1=CC=C2C=C(C=C(C2=C1)O)S(=O)(=O)O (7-amino-1-hydroxy-3-naphthalene sulfonic acid), S(=O)([O-])S(=O)[O-].[Na+].[Na+] (sodium hydrosulfite). The solvent is O (water), O (water). Reaction conditions: time 30 minute. The product is Cl.Cl.NC1=CC=C2C=C(C=C(C2=C1N)O)S(=O)(=O)O (7,8-Diamino-1-hydroxy-3-naphthalene sulfonic acid dihydrochloride). Yield: 45.0%. As a reaction SMILES: S([O-])(=O)(C1C=CC([NH2:9])=CC=1)=O.[Na+].N([O-])=O.[Na+].[ClH:17].[NH2:18][C:19]1[CH:28]=[C:27]2[C:22]([CH:23]=[C:24]([S:30]([OH:33])(=[O:32])=[O:31])[CH:25]=[C:26]2[OH:29])=[CH:21][CH:20]=1.S(S([O-])=O)([O-])=O.[Na+].[Na+]>O>[ClH:17].[ClH:17].[NH2:18][C:19]1[C:28]([NH2:9])=[C:27]2[C:22]([CH:23]=[C:24]([S:30]([OH:33])(=[O:31])=[O:32])[CH:25]=[C:26]2[OH:29])=[CH:21][CH:20]=1 |f:0.1,2.3,6.7.8,10.11.12|. Procedure details: A stirred solution of p-benzenediazonium sulfonic acid, was prepared by the addition of sodium sulfanilate (1.10 g, 5.2 mmole) to sodium nitrite (0.40 g, 5.7 mmole) in water (10 mL) followed by addition to ice (6.0 g) and concentrated HCl (1.1 mL, 37%). After 30 min. of standing at 0° C. 7-amino-1-hydroxy-3-naphthalene sulfonic acid (1.2 g, 5.2 mmole) was added in water (10 mL) and the reaction was stirred at room temperature overnight. The reaction mixture was warmed to 50° C. and sodium hydros...